From a dataset of the Open Reaction Database (ORD), a public repository of structured organic reaction records. describe an organic reaction: reactants, conditions, products, and yield Starting materials: BrCCCBr, COC(=O)Cc1ccc2c(c1)CCCC2, C1CCOC1, CC(C)[N-]C(C)C, [Li+], O. Product: COC(=O)C1(c2ccc3c(c2)CCCC3)CCC1. RXN SMILES: [Br:16][CH2:17][CH2:18][CH2:19][Br:20].[CH2:1]1[CH2:2][CH2:3][CH2:4][c:5]2[cH:6][c:7]([CH2:11][C:12](=[O:13])[O:14][CH3:15])[cH:8][cH:9][c:10]21.[CH2:30]1[O:31][CH2:32][CH2:33][CH2:34]1.[CH3:22][CH:23]([N-:24][CH:25]([CH3:26])[CH3:27])[CH3:28].[Li+:21].[OH2:29]>>[CH2:1]1[CH2:2][CH2:3][CH2:4][c:5]2[cH:6][c:7]([C:11]3([C:12](=[O:13])[O:14][CH3:15])[CH2:17][CH2:18][CH2:19]3)[cH:8][cH:9][c:10]21. Reagents/catalysts: O (H2O). Run in CO (MeOH). RXN SMILES: FC(F)(F)C(O)=O.O.[C:9]([C:13]1[CH:63]=[CH:62][C:16]2[NH:17][C:18]([CH2:20][CH2:21][CH:22]3[CH2:25][CH:24]([N:26]([CH2:30][C@@H:31]4[C@H:35]5[O:36]C(C)(C)[O:38][C@H:34]5[C@H:33]([N:41]5[CH:49]=[N:48][C:47]6[C:42]5=[N:43][CH:44]=[N:45][C:46]=6[NH:50]CC5C=CC(OC)=CC=5OC)[CH2:32]4)[CH:27]([CH3:29])[CH3:28])[CH2:23]3)=[N:19][C:15]=2[CH:14]=1)([CH3:12])([CH3:11])[CH3:10].C([SiH](CC)CC)C.C([O-])([O-])=O.[K+].[K+]>CO.O>[NH2:50][C:46]1[N:45]=[CH:44][N:43]=[C:42]2[C:47]=1[N:48]=[CH:49][N:41]2[C@@H:33]1[CH2:32][C@H:31]([CH2:30][N:26]([CH:24]2[CH2:25][CH:22]([CH2:21][CH2:20][C:18]3[NH:17][C:16]4[CH:62]=[CH:63][C:13]([C:9]([CH3:12])([CH3:11])[CH3:10])=[CH:14][C:15]=4[N:19]=3)[CH2:23]2)[CH:27]([CH3:28])[CH3:29])[C@@H:35]([OH:36])[C@H:34]1[OH:38] |f:4.5.6|. Starting materials: FC(C(=O)O)(F)F (Trifluoroacetic Acid), O (Water), C(C)(C)(C)C1=CC2=C(NC(=N2)CCC2CC(C2)N(C(C)C)C[C@H]2C[C@H]([C@H]3[C@@H]2OC(O3)(C)C)N3C2=NC=NC(=C2N=C3)NCC3=C(C=C(C=C3)OC)OC)C=C1 (9-((3aS,4R,6R,6aR)-6-(((3-(2-(5-(tert-butyl)-1H-benzo[d]imidazol-2-yl)ethyl)cyclobutyl)(isopropyl)amino)methyl)-2,2-dimethyltetrahydro-3aH-cyclopenta[d][1,3]dioxol-4-yl)-N-(2,4-dimethoxybenzyl)-9H-purin-6-amine), C(C)[SiH](CC)CC (triethylsilane), C(=O)([O-])[O-].[K+].[K+] (K2CO3). Yield: 21.1%. Reported procedure: Trifluoroacetic Acid (10 ml, 100 mmol) added to a mixture of Water (1 ml, 60 mmol) and 9-((3aS,4R,6R,6aR)-6-(((3-(2-(5-(tert-butyl)-1H-benzo[d]imidazol-2-yl)ethyl)cyclobutyl)(isopropyl)amino)methyl)-2,2-dimethyltetrahydro-3aH-cyclopenta[d][1,3]dioxol-4-yl)-N-(2,4-dimethoxybenzyl)-9H-purin-6-amine (0.91 g, 1.2 mmol) at RT. The reaction was stirred overnight at RT. The reaction was then heated to 35° C. and triethylsilane (0.39 ml, 2.4 mmol) was added. The reaction was stirred at 35° C. for a furt... Yields the product NC1=C2N=CN(C2=NC=N1)[C@H]1[C@@H]([C@@H]([C@H](C1)CN(C(C)C)C1CC(C1)CCC1=NC2=C(N1)C=CC(=C2)C(C)(C)C)O)O ((1R,2S,3R,5R)-3-(6-amino-9H-purin-9-yl)-5-(((3-(2-(5-(tert-butyl)-1H-benzo[d]imidazol-2-yl)ethyl)cyclobutyl)(isopropyl)amino)methyl)cyclopentane-1,2-diol). Conditions: time 8 hour. Starting materials: C#Cc1ccccc1, O=C(O)C1CC1c1ccc(I)cc1. Yields the product O=C(O)C1CC1c1ccc(C#Cc2ccccc2)cc1. RXN SMILES: [C:1](#[CH:2])[c:3]1[cH:4][cH:5][cH:6][cH:7][cH:8]1.[I:9][c:10]1[cH:11][cH:12][c:13]([CH:16]2[CH:17]([C:19](=[O:20])[OH:21])[CH2:18]2)[cH:14][cH:15]1>>[C:1](#[C:2][c:10]1[cH:11][cH:12][c:13]([CH:16]2[CH:17]([C:19](=[O:20])[OH:21])[CH2:18]2)[cH:14][cH:15]1)[c:3]1[cH:4][cH:5][cH:6][cH:7][cH:8]1.